The task is: describe an organic reaction: reactants, conditions, products, and yield. This data is from the Open Reaction Database (ORD), a public repository of structured organic reaction records. Starting materials: ClC=1C=CC(=NC1)NC(SCCC(=O)C1=CC=C(C=C1)F)=S (3-(4-fluorophenyl)-3-oxopropyl 5-chloropyrid-2-yldithiocarbamate), [BH4-].[K+] (potassium borohydride). Solvent: C(Cl)(Cl)Cl (chloroform), C(C)(=O)OCC (ethyl acetate), C(C)#N (acetonitrile), O (water). Reaction conditions: temperature 2 celsius, time 1 hour. The product is ClC=1C=CC(=NC1)NC(SCCC(O)C1=CC=C(C=C1)F)=S (3-(4-Fluorophenyl)-3-hydroxypropyl 5-chloropyrid-2-yldithiocarbamate). Isolated yield 48.1%. RXN SMILES: [Cl:1][C:2]1[CH:3]=[CH:4][C:5]([NH:8][C:9](=[S:22])[S:10][CH2:11][CH2:12][C:13]([C:15]2[CH:20]=[CH:19][C:18]([F:21])=[CH:17][CH:16]=2)=[O:14])=[N:6][CH:7]=1.[BH4-].[K+]>C(#N)C.O.C(Cl)(Cl)Cl.C(OCC)(=O)C>[Cl:1][C:2]1[CH:3]=[CH:4][C:5]([NH:8][C:9](=[S:22])[S:10][CH2:11][CH2:12][CH:13]([C:15]2[CH:16]=[CH:17][C:18]([F:21])=[CH:19][CH:20]=2)[OH:14])=[N:6][CH:7]=1 |f:1.2|. Procedure details: The procedure of Example 1 is followed, but a suspension of 3-(4-fluorophenyl)-3-oxopropyl 5-chloropyrid-2-yldithiocarbamate (25.0 g) in acetonitrile (225 cc) and a solution of potassium borohydride (5.6 g) in distilled water (56 cc) are used as the starting materials at a maximum of 25° C. The reaction is allowed to proceed for 1 hour at between 20° and 25° C. The residual oil thus obtained (20.2 g) is dissolved in a mixture (100 cc) of chloroform (80 cc) and ethyl acetate (20 cc) and the solut... RXN SMILES: [CH2:1]([O:3][C:4]1[CH:13]=[C:12]2[C:7]([CH:8]=[C:9]([C:14]#[N:15])[CH:10]=[N:11]2)=[CH:6][C:5]=1[NH2:16])[CH3:2].CC[N:19]([CH:23]([CH3:25])[CH3:24])C(C)C.[Br:26][CH2:27]/[CH:28]=[CH:29]/[C:30](Cl)=[O:31].[Cl-].[Na+]>C1COCC1>[Br:26][C:27]1[CH:25]=[C:23]([NH:19][C:8]2[C:7]3[C:12](=[CH:13][C:4]([O:3][CH2:1][CH3:2])=[C:5]([NH:16][C:30](=[O:31])[CH:29]=[CH:28][CH2:27][Br:26])[CH:6]=3)[N:11]=[CH:10][C:9]=2[C:14]#[N:15])[CH:24]=[CH:29][CH:28]=1 |f:3.4|. The product is BrC=1C=C(C=CC1)NC1=C(C=NC2=CC(=C(C=C12)NC(C=CCBr)=O)OCC)C#N (4-Bromo-but-2-enoic acid [4-(3-bromo-phenylamino)-3-cyano-7-ethoxy-quinolin-6-yl]-amide). The reactants are BrC/C=C/C(=O)Cl (4-bromo crotonyl chloride), [Cl-].[Na+] (sodium chloride), C(C)OC1=C(C=C2C=C(C=NC2=C1)C#N)N (7-ethoxy-6-amino-3-quinolinecarbonitrile), CCN(C(C)C)C(C)C (Hunig's base). Procedure: To a mixture of 1.34 g (3.5 mmol) of 4-[3-bromo-phenyl)amino]-7-ethoxy-6-amino-3-quinolinecarbonitrile and 3.66 ml (21 mmol) of Hunig's base in 80 ml of dry THF at 0° C., with stirring, was added a THF solution containing 3.85 g (21 mmol) of 4-bromo crotonyl chloride dropwise. The mixture was stirred for additional 30 minutes at 0° C. 50 ml of saturated sodium chloride solution was added to the reaction mixture, then it was extracted with ethyl acetate. The ethyl acetate solution was dried over ... Run in C1CCOC1 (THF), C1CCOC1 (THF). Starting materials: [H-].[Al+3].[Li+].[H-].[H-].[H-] (Lithium aluminium hydride), COC(C1=C(C=CC(=C1)OCC1=CC=CC=C1)O)=O (5-Benzyloxy-2-hydroxy benzoic acid methyl ester). The solvent is O1CCCC1 (tetrahydrofuran), O1CCCC1 (tetrahydrofuran). Conditions: temperature 0 celsius, time 20 minute. Product: C(C1=CC=CC=C1)OC1=CC(=C(C=C1)O)CO (4-benzyloxy-2-hydroxymethyl phenol). RXN SMILES: [H-].[Al+3].[Li+].[H-].[H-].[H-].C[O:8][C:9](=O)[C:10]1[CH:15]=[C:14]([O:16][CH2:17][C:18]2[CH:23]=[CH:22][CH:21]=[CH:20][CH:19]=2)[CH:13]=[CH:12][C:11]=1[OH:24]>O1CCCC1>[CH2:17]([O:16][C:14]1[CH:13]=[CH:12][C:11]([OH:24])=[C:10]([CH2:9][OH:8])[CH:15]=1)[C:18]1[CH:19]=[CH:20][CH:21]=[CH:22][CH:23]=1 |f:0.1.2.3.4.5|. Procedure: Lithium aluminium hydride (0.235 g, 6.2 mMol) was suspended in tetrahydrofuran (25 ml) and cooled to 0° C. 5-Benzyloxy-2-hydroxy benzoic acid methyl ester (2 g, 7.75 mMol) in tetrahydrofuran (10 ml) was added dropwise, via cannula. The mixture was warmed to room temperature and stirred for 20 minutes. The reaction was then cooled to 0° C. and cautiously quenched by the addition of water (0.5 ml), 2M sodium hydroxide solution (0.5 ml), and water (1 ml). The resulting mixture was stirred at room t... Reaction conditions: temperature 60 celsius, time 10 minute. RXN SMILES: [C:1]([C:3]1[N:4]=[CH:5][NH:6][C:7]=1[C:8]#[N:9])#[N:2].[H-].[Na+].[Cl:12][C:13]1[CH:14]=[C:15]([CH:18]=[CH:19][C:20]=1[Cl:21])[CH2:16]Cl.O>CN(C)C=O>[Cl:12][C:13]1[CH:14]=[C:15]([CH:18]=[CH:19][C:20]=1[Cl:21])[CH2:16][N:4]1[C:3]([C:1]#[N:2])=[C:7]([C:8]#[N:9])[N:6]=[CH:5]1 |f:1.2|. Yields the product ClC=1C=C(CN2C=NC(=C2C#N)C#N)C=CC1Cl (1-(3,4-dichlorobenzyl)-4,5-dicyanoimidazole). Procedure details: 4,5-Dicyanoimidazole (93 g, described by Woodward, U.S. Pat. No. 2534331 (1950)) was dissolved in dry dimethylformamide (500 ml) with stirring. Sodium hydride (20 g) was added to the solution in portions at such a rate that the temperature after the addition was 90° C. When effervescence had ceased the solution was heated on a steam bath for 15 minutes and then allowed to cool to 60° C. 3,4-Dichlorobenzyl chloride (230 g, described by Beilstein & Kuhlberg, Ann., 146, 326 (1867)) was added over 3... Reactants: C(#N)C=1N=CNC1C#N (4,5-Dicyanoimidazole), O (water), [H-].[Na+] (Sodium hydride), ClC=1C=C(CCl)C=CC1Cl (3,4-Dichlorobenzyl chloride). Run in CN(C=O)C (dimethylformamide). Starting materials: COc1cc(OC)c(Nc2nc(C)nc3ccccc23)c(OC)c1, CI. The product is COc1cc(OC)c(N(C)c2nc(C)nc3ccccc23)c(OC)c1. RXN SMILES: [CH3:1][c:2]1[n:3][c:4]2[cH:5][cH:6][cH:7][cH:8][c:9]2[c:10]([NH:12][c:13]2[c:14]([O:23][CH3:24])[cH:15][c:16]([O:21][CH3:22])[cH:17][c:18]2[O:19][CH3:20])[n:11]1.[CH3:25][I:26]>>[CH3:1][c:2]1[n:3][c:4]2[cH:5][cH:6][cH:7][cH:8][c:9]2[c:10]([N:12]([c:13]2[c:14]([O:23][CH3:24])[cH:15][c:16]([O:21][CH3:22])[cH:17][c:18]2[O:19][CH3:20])[CH3:25])[n:11]1.